This data is from the Open Reaction Database (ORD), a public repository of structured organic reaction records. The task is: describe an organic reaction: reactants, conditions, products, and yield Reactants: C(OC1=C(C=C(C(=C1)[N+](=O)[O-])C(C)(C)C)C(C)(C)C)(OC)=O (2,4-Di-tert-butyl-5-nitrophenyl methyl carbonate). The reagents and catalysts are [Pd] (Pd/C). The solvent is CO (MeOH). Run at temperature 0 celsius. Product: C(OC1=C(C=C(C(=C1)N)C(C)(C)C)C(C)(C)C)(OC)=O (5-amino-2,4-di-tert-butylphenyl methyl carbonate). As a reaction SMILES: [C:1](=[O:22])([O:20][CH3:21])[O:2][C:3]1[CH:8]=[C:7]([N+:9]([O-])=O)[C:6]([C:12]([CH3:15])([CH3:14])[CH3:13])=[CH:5][C:4]=1[C:16]([CH3:19])([CH3:18])[CH3:17]>[Pd].CO>[C:1](=[O:22])([O:20][CH3:21])[O:2][C:3]1[CH:8]=[C:7]([NH2:9])[C:6]([C:12]([CH3:13])([CH3:14])[CH3:15])=[CH:5][C:4]=1[C:16]([CH3:19])([CH3:18])[CH3:17]. Reported procedure: 2,4-Di-tert-butyl-5-nitrophenyl methyl carbonate (1.00 eq) was charged to a suitable hydrogenation reactor, followed by 5% Pd/C (2.50 wt % dry basis, Johnson-Matthey Type 37). MeOH (15.0 vol) was charged to the reactor, and the system was closed. The system was purged with N2 (g), and was then pressurized to 2.0 Bar with H2 (g). The reaction was performed at a reaction temperature of 25° C.+/−5° C. When complete, the reaction was filtered, and the reactor/cake was washed with MeOH (4.00 vol). Th... As a reaction SMILES: [CH3:1][c:2]1[n:3][o:4][c:5]([CH3:9])[c:6]1[CH2:7][OH:8].[O:54]=[C:55]([O:56][CH2:57][CH3:58])[N:59]=[N:60][C:61]([O:62][CH2:63][CH3:64])=[O:65].[O:66]1[CH2:67][CH2:68][CH2:69][CH2:70]1.[OH:10][c:11]1[cH:12][cH:13][c:14]([CH2:17][CH:18]([C:19](=[O:20])[O:21][CH3:22])[NH:23][c:24]2[s:25][cH:26][c:27](-[c:29]3[cH:30][cH:31][cH:32][cH:33][cH:34]3)[n:28]2)[cH:15][cH:16]1.[c:35]1([P:36]([c:37]2[cH:38][cH:39][cH:40][cH:41][cH:42]2)[c:43]2[cH:44][cH:45][cH:46][cH:47][cH:48]2)[cH:49][cH:50][cH:51][cH:52][cH:53]1>>[CH3:1][c:2]1[n:3][o:4][c:5]([CH3:9])[c:6]1[CH2:7][O:8][c:11]1[cH:12][cH:13][c:14]([CH2:17][CH:18]([C:19](=[O:20])[O:21][CH3:22])[NH:23][c:24]2[s:25][cH:26][c:27](-[c:29]3[cH:30][cH:31][cH:32][cH:33][cH:34]3)[n:28]2)[cH:15][cH:16]1. The product is COC(=O)C(Cc1ccc(OCc2c(C)noc2C)cc1)Nc1nc(-c2ccccc2)cs1. Reactants: Cc1noc(C)c1CO, CCOC(=O)N=NC(=O)OCC, C1CCOC1, COC(=O)C(Cc1ccc(O)cc1)Nc1nc(-c2ccccc2)cs1, c1ccc(P(c2ccccc2)c2ccccc2)cc1.